From a dataset of the Open Reaction Database (ORD), a public repository of structured organic reaction records. describe an organic reaction: reactants, conditions, products, and yield Starting materials: OC1=CC=C(C=O)C=C1 (p-hydroxybenzaldehyde), NCCC(=O)O (β-alanine), OC1=C(C=O)C=CC=C1 (o-hydroxybenzaldehyde), NCC(=O)O (glycine). Run at time 6 hour. Product: OC1=C(C=C2C(NC(N2)=O)=O)C=CC=C1 (5-(o-Hydroxybenzylidene)-hydantoin). As a reaction SMILES: [NH2:1]CCC(O)=O.[OH:7][C:8]1[CH:15]=[CH:14][CH:13]=[CH:12][C:9]=1[CH:10]=O.[NH2:16][CH2:17][C:18]([OH:20])=O.OC1C=CC([CH:26]=[O:27])=CC=1>>[OH:7][C:8]1[CH:15]=[CH:14][CH:13]=[CH:12][C:9]=1[CH:10]=[C:17]1[NH:16][C:26](=[O:27])[NH:1][C:18]1=[O:20]. Reported procedure: 5-(o-Hydroxybenzylidene)-hydantoin was prepared in the same manner as in Example 4, except that 22.2 g (0.25 mol) of β-alanine and 61.1 g (0.50 mol) of o-hydroxybenzaldehyde were used in lieu of glycine and p-hydroxybenzaldehyde, respectively, and that the reaction time was 6 hours. During the reaction, the pH of the reaction mixture was 9.6 to 9.2. Reactants: CC1=C(C=CC(=C1)F)N1CCC=2C(=NC=3C(=CC=CC3C21)OCC(F)(F)F)Cl (1-(2-Methyl-4-fluorophenyl)-4-chloro-6-β,β,β-trifluoroethoxy-2,3-dihydropyrrolo[3,2-c]quinoline), NCCCCO (4-amino-1-butanol). The solvent is C(COCCO)O (diethylene glycol). Product: CC1=C(C=CC(=C1)F)N1CCC=2C(=NC=3C(=CC=CC3C21)OCC(F)(F)F)NCCCCO (1-(2-methyl-4-fluorophenyl)-4-[(4-hydroxybutyl)amino]-6-β,β,β-trifluoroethoxy-2,3-dihydropyrrolo[3,2-c]quinoline). RXN SMILES: [CH3:1][C:2]1[CH:7]=[C:6]([F:8])[CH:5]=[CH:4][C:3]=1[N:9]1[C:21]2[C:20]3[CH:19]=[CH:18][CH:17]=[C:16]([O:22][CH2:23][C:24]([F:27])([F:26])[F:25])[C:15]=3[N:14]=[C:13](Cl)[C:12]=2[CH2:11][CH2:10]1.[NH2:29][CH2:30][CH2:31][CH2:32][CH2:33][OH:34]>C(O)COCCO>[CH3:1][C:2]1[CH:7]=[C:6]([F:8])[CH:5]=[CH:4][C:3]=1[N:9]1[C:21]2[C:20]3[CH:19]=[CH:18][CH:17]=[C:16]([O:22][CH2:23][C:24]([F:27])([F:26])[F:25])[C:15]=3[N:14]=[C:13]([NH:29][CH2:30][CH2:31][CH2:32][CH2:33][OH:34])[C:12]=2[CH2:11][CH2:10]1. Procedure: 1-(2-Methyl-4-fluorophenyl)-4-chloro-6-β,β,β-trifluoroethoxy-2,3-dihydropyrrolo[3,2-c]quinoline(600 mg, 1.4 mmol) was dissolved in diethylene glycol(10 ml) and 4-amino-1-butanol(4 ml) was added. The reaction mixture was reacted at the same condition of Step 3 in the Example 42 to obtain 550 mg of desired compound as solid in 86% of yield. Procedure details: A mixture of 100 g of m-anisic acid (0.658 mole), 250 g thionyl chloride (2.10 mole), and 5 ml dimethylformamide was heated under reflux in a round-bottom flask with desiccant in the top of the condenser for exclusion of atmospheric moisture. Excess thionyl chloride was distilled from the product using a rotary film-evaporator at about 200 torr (26.6 kPa). The m-anisoyl chloride was then isolated by fractional distillation through a 25 cm Vigreux column at 109° C./12 torr (1.6 kPa). Yield was 90... The reactants are C(C1=CC(=CC=C1)OC)(=O)O (m-anisic acid), S(=O)(Cl)Cl (thionyl chloride). RXN SMILES: [C:1]([OH:11])(=O)[C:2]1[CH:7]=[CH:6][CH:5]=[C:4]([O:8][CH3:9])[CH:3]=1.S(Cl)([Cl:14])=O>CN(C)C=O>[C:1]([Cl:14])(=[O:11])[C:2]1[CH:7]=[CH:6][CH:5]=[C:4]([O:8][CH3:9])[CH:3]=1. The solvent is CN(C=O)C (dimethylformamide). Product: C(C1=CC(=CC=C1)OC)(=O)Cl (m-anisoyl chloride). The reactants are ClC(=O)OCC (Ethyl chloroformate), BrC1=CC(=C(N)C=C1OCC)F (4-bromo-5-ethoxy-2-fluoroaniline), N1=CC=CC=C1 (pyridine). Run in C(Cl)Cl (methylene chloride). Reaction conditions: temperature 10 celsius, time 3 hour. Product: BrC1=CC(=C(C=C1OCC)NC(OCC)=O)F (ethyl N-(4-bromo-5-ethoxy-2-fluorophenyl)carbamate). Isolated yield 96.3%. Reaction SMILES: Cl[C:2]([O:4][CH2:5][CH3:6])=[O:3].[Br:7][C:8]1[C:14]([O:15][CH2:16][CH3:17])=[CH:13][C:11]([NH2:12])=[C:10]([F:18])[CH:9]=1.N1C=CC=CC=1>C(Cl)Cl>[Br:7][C:8]1[C:14]([O:15][CH2:16][CH3:17])=[CH:13][C:11]([NH:12][C:2](=[O:3])[O:4][CH2:5][CH3:6])=[C:10]([F:18])[CH:9]=1. Procedure: Ethyl chloroformate (2.15 g) was added dropwise to a solution of 4-bromo-5-ethoxy-2-fluoroaniline (4.21 g) and pyridine (2.84 g) in methylene chloride (36 ml) at 0° C., and the mixture was stirred at 10° C. for 3 hours. After the reaction, this was extracted with methylene chloride, then washed with diluted hydrochloric acid and an aqueous sodium hydrogencarbonate solution, and dried over anhydrous magnesium sulfate. Then, methylene chloride was distilled off, and the resulting crude crystals we... Product: 43.7, NC=1C=C(C(=O)O)C=CC1NCCCC (3-amino-4-(butylamino)benzoic acid). Reported procedure: A mixture of 50 parts of 4-(butylamino)-3-nitrobenzoic acid and 240 parts of methanol was hydrogenated in a Parr apparatus at 3.105Pa and at room temperature with 40 parts of Raney Nickel catalyst under nitrogen atmosphere. After the calculated amount of hydrogen was taken up, the catalyst was filtered off over diatomaceous earth and the filtrate was evaporated to dry, yielding 43.7 parts (100%) of 3-amino-4-(butylamino)benzoic acid; mp. 158° C. (int. 8). The reagents and catalysts are [Ni] (Raney Nickel). Run in CO (methanol). Isolated yield 100.0%. Starting materials: [H][H] (hydrogen), 50, C(CCC)NC1=C(C=C(C(=O)O)C=C1)[N+](=O)[O-] (4-(butylamino)-3-nitrobenzoic acid). RXN SMILES: [CH2:1]([NH:5][C:6]1[CH:14]=[CH:13][C:9]([C:10]([OH:12])=[O:11])=[CH:8][C:7]=1[N+:15]([O-])=O)[CH2:2][CH2:3][CH3:4].[H][H]>[Ni].CO>[NH2:15][C:7]1[CH:8]=[C:9]([CH:13]=[CH:14][C:6]=1[NH:5][CH2:1][CH2:2][CH2:3][CH3:4])[C:10]([OH:12])=[O:11]. Reactants: CO, CCOC(C)=O, N#Cc1nc(-c2c(F)cccc2F)oc1Nc1ccc([N+](=O)[O-])cc1. Product: N#Cc1nc(-c2c(F)cccc2F)oc1Nc1ccc(N)cc1. RXN SMILES: [CH3:26][OH:27].[CH3:28][CH2:29][O:30][C:31]([CH3:32])=[O:33].[F:1][c:2]1[c:3](-[c:9]2[o:10][c:11]([NH:16][c:17]3[cH:18][cH:19][c:20]([N+:23]([O-:24])=[O:25])[cH:21][cH:22]3)[c:12]([C:14]#[N:15])[n:13]2)[c:4]([F:8])[cH:5][cH:6][cH:7]1>>[F:1][c:2]1[c:3](-[c:9]2[o:10][c:11]([NH:16][c:17]3[cH:18][cH:19][c:20]([NH2:23])[cH:21][cH:22]3)[c:12]([C:14]#[N:15])[n:13]2)[c:4]([F:8])[cH:5][cH:6][cH:7]1. The reactants are [H-].[Al+3].[Li+].[H-].[H-].[H-] (Lithium aluminum hydride), OC1=CC=C(C=C1)SCCCCC(=O)N1CCOCC1 (4-[5-(4-hydroxyphenylthio)valeryl]morpholine). Product: OC1=CC=C(C=C1)SCCCCCN1CCOCC1 (4-(5-(4-hydroxyphenylthio)pentyl)morpholine). Reaction SMILES: [H-].[Al+3].[Li+].[H-].[H-].[H-].[OH:7][C:8]1[CH:13]=[CH:12][C:11]([S:14][CH2:15][CH2:16][CH2:17][CH2:18][C:19]([N:21]2[CH2:26][CH2:25][O:24][CH2:23][CH2:22]2)=O)=[CH:10][CH:9]=1>>[OH:7][C:8]1[CH:13]=[CH:12][C:11]([S:14][CH2:15][CH2:16][CH2:17][CH2:18][CH2:19][N:21]2[CH2:22][CH2:23][O:24][CH2:25][CH2:26]2)=[CH:10][CH:9]=1 |f:0.1.2.3.4.5|. Procedure details: Lithium aluminum hydride reduction of the amide was accomplished according to the procedure of Example 5, giving 26.1 g of the 4-(5-(4-hydroxyphenylthio)pentyl)morpholine as a white solid. Recrystallization from ethanol gave the product as white crystals, mp 168°-171° C. Reactants: BrC=1C(=C(C=C(C1)C(F)(F)F)N)N (3-bromo-5-trifluoromethyl-1,2-phenylenediamine), C(C(=O)N)(=S)OCC (ethyl thiooxamate). The solvent is C(CCC)O (1-butanol). Run at temperature 25 celsius. Product: BrC1=C2N=C(C(NC2=CC(=C1)C(F)(F)F)=O)N (5-bromo-7-trifluoromethyl-3-aminoquinoxalin-2(1H)-one). The yield is 27.1%. RXN SMILES: [Br:1][C:2]1[C:3]([NH2:13])=[C:4]([NH2:12])[CH:5]=[C:6]([C:8]([F:11])([F:10])[F:9])[CH:7]=1.[C:14]([O:19]CC)(=S)[C:15]([NH2:17])=O>C(O)CCC>[Br:1][C:2]1[CH:7]=[C:6]([C:8]([F:11])([F:10])[F:9])[CH:5]=[C:4]2[C:3]=1[N:13]=[C:15]([NH2:17])[C:14](=[O:19])[NH:12]2. Reported procedure: An adaptation of the method of Burrell et al., J. Chem. Soc. Perkin I. 2707 (1973), was used. A mixture of 3-bromo-5-trifluoromethyl-1,2-phenylenediamine (384 mg, 1.50 mmol; Maybridge Co.) and ethyl thiooxamate (220 mg, 1.70 mmol; Aldrich Co.) in 4 mL of 1-butanol was heated to reflux. The resulting solution was stirred under reflux for 6 h. The resulting suspension was cooled to 25 ° C. A pale yellow precipitate appeared. The mixture was vacuum filtered and the solid was washed with EtOH (5×2 m... The solvent is ClCCCl (1,2-dichloroethane). The reactants are C(C)(=O)O[BH-](OC(C)=O)OC(C)=O.[Na+] (sodium triacetoxyborohydride), NC=1C2=C(N=CN1)N(C=C2C2=CC=C(C=C2)OC2=CC=CC=C2)C2CCC(CC2)CC=O (2-{4-[4-amino-5-(4-phenoxyphenyl)-7H-pyrrolo[2,3-d]pyrimidin-7-yl]cyclohexyl}acetaldehyde), CN1CCNCC1 (N-methylpiperazine), C(C)(=O)O (acetic acid). As a reaction SMILES: [NH2:1][C:2]1[C:3]2[C:10]([C:11]3[CH:16]=[CH:15][C:14]([O:17][C:18]4[CH:23]=[CH:22][CH:21]=[CH:20][CH:19]=4)=[CH:13][CH:12]=3)=[CH:9][N:8]([CH:24]3[CH2:29][CH2:28][CH:27]([CH2:30][CH:31]=O)[CH2:26][CH2:25]3)[C:4]=2[N:5]=[CH:6][N:7]=1.[CH3:33][N:34]1[CH2:39][CH2:38][NH:37][CH2:36][CH2:35]1.C(O)(=O)C.C(O[BH-](OC(=O)C)OC(=O)C)(=O)C.[Na+]>ClCCCl>[CH3:33][N:34]1[CH2:39][CH2:38][N:37]([CH2:31][CH2:30][CH:27]2[CH2:28][CH2:29][CH:24]([N:8]3[C:4]4[N:5]=[CH:6][N:7]=[C:2]([NH2:1])[C:3]=4[C:10]([C:11]4[CH:16]=[CH:15][C:14]([O:17][C:18]5[CH:23]=[CH:22][CH:21]=[CH:20][CH:19]=5)=[CH:13][CH:12]=4)=[CH:9]3)[CH2:25][CH2:26]2)[CH2:36][CH2:35]1 |f:3.4|. Yield: 52.5%. Conditions: time 10 minute. Reported procedure: A mixture of 2-{4-[4-amino-5-(4-phenoxyphenyl)-7H-pyrrolo[2,3-d]pyrimidin-7-yl]cyclohexyl}acetaldehyde (0.025 g, 0.059 mmol), N-methylpiperazine (0.0083 g, 0.083 mmol) and acetic acid (0.0035 g, 0.059 mmol) in 1,2-dichloroethane (0.4 mL) was stirred for 10 min at ambient temperature and sodium triacetoxyborohydride (0.019 g, 0.089 mmol) was added. The mixture was stirred at ambient temperature under an atmosphere of nitrogen for 6 hours and the solvent removed under reduced to yield a yellow oil... The product is CN1CCN(CC1)CCC1CCC(CC1)N1C=C(C2=C1N=CN=C2N)C2=CC=C(C=C2)OC2=CC=CC=C2 (7-{4-[2-(4-methylpiperazino)ethyl]cyclohexyl}-5-(4-phenoxyphenyl)-7H-pyrrolo[2,3-d]pyrimidin-4-amine).